Task: describe an organic reaction: reactants, conditions, products, and yield. Dataset: the Open Reaction Database (ORD), a public repository of structured organic reaction records Reactants: NC1=C(C=CC(=C1)C(=O)OC)C1=C(N=C(N1CC(C)(C)O)CCCC)C#N (5-(2-amino-4-methoxycarbonylphenyl)-2-butyl-1-(2-hydroxy-2-methylpropyl)-1H-imidazole-4-carbonitrile), Cl (HCl), O1CCOCC1 (dioxane). Reaction conditions: temperature 25 celsius. The product is NC1=NC=2C=C(C=CC2C2=C1N=C(N2CC(C)(C)O)CCCC)C(=O)OC (4-Amino-2-butyl-1-(2-hydroxy-2-methylpropyl)-7-methoxycarbonyl-1H-imidazo[4,5-c]quinoline). Yield: 32.0%. RXN SMILES: [NH2:1][C:2]1[CH:7]=[C:6]([C:8]([O:10][CH3:11])=[O:9])[CH:5]=[CH:4][C:3]=1[C:12]1[N:16]([CH2:17][C:18]([OH:21])([CH3:20])[CH3:19])[C:15]([CH2:22][CH2:23][CH2:24][CH3:25])=[N:14][C:13]=1[C:26]#[N:27].Cl.O1CCOCC1>>[NH2:27][C:26]1[C:13]2[N:14]=[C:15]([CH2:22][CH2:23][CH2:24][CH3:25])[N:16]([CH2:17][C:18]([OH:21])([CH3:19])[CH3:20])[C:12]=2[C:3]2[CH:4]=[CH:5][C:6]([C:8]([O:10][CH3:11])=[O:9])=[CH:7][C:2]=2[N:1]=1. Procedure: To 5-(2-amino-4-methoxycarbonylphenyl)-2-butyl-1-(2-hydroxy-2-methylpropyl)-1H-imidazole-4-carbonitrile S6 (118 mg, ˜90% pure, 0.27 mmol, 1.0 equiv) was added 4 N HCl in dioxane (2.0 mL, 8.0 mmol, 30 equiv) at 25° C. The reaction was heated at reflux for 15 h then cooled to 25° C. The reaction was concentrated in vacuo and partitioned between 1:9 MeOH/EtOAc (50 mL) and saturated NaHCO3 solution (10 mL). The aqueous layer was extracted with 1:9 MeOH/EtOAc (3×10 mL). The combined organic layers we... The reactants are C(C)(=O)OC(C)=O (acetic anhydride), NC=1C=C(C=CC1)CCO (2-(3-aminophenyl)ethanol), [Li+].[OH-] (LiOH). Solvent: C(C)(=O)O (acetic acid). Conditions: temperature 110 celsius, time 8 hour. Product: OCCC=1C=C(C=CC1)NC(C)=O (N-(3-(2-Hydroxyethyl)phenyl)acetamide). As a reaction SMILES: [NH2:1][C:2]1[CH:3]=[C:4]([CH2:8][CH2:9][OH:10])[CH:5]=[CH:6][CH:7]=1.[C:11](OC(=O)C)(=[O:13])[CH3:12].[Li+].[OH-]>C(O)(=O)C>[OH:10][CH2:9][CH2:8][C:4]1[CH:3]=[C:2]([NH:1][C:11](=[O:13])[CH3:12])[CH:7]=[CH:6][CH:5]=1 |f:2.3|. Reported procedure: To a vial containing 2-(3-aminophenyl)ethanol (137.0 mg, 1.0 mmol) in glacial acetic acid (3 mL) was added acetic anhydride (1 mL). The reaction vial was sealed and heated at 110° C. for 6 h. The mixture was concentrated under reduced pressure. The crude product was dissolved in MeOH (3 mL) and LiOH (120.0 mg, 5.0 mmol) was added. The solution was allowed to stir overnight at rt. The solution was concentrated under reduced pressure and diluted with ethyl acetate. The organic phase was washed wit... The reactants are ClC1=NC=CC(=N1)Cl (2,4 dichloropyrimidine), C(=O)C=1C=C(C=CC1F)B(O)O (3-formyl 4-fluorophenyl boronic acid), 237. Product: ClC1=NC=CC(=N1)C=1C=CC(=C(C=O)C1)F (5-(2-Chloro-pyrimidin-4-yl)-2-fluoro-benzaldehyde). As a reaction SMILES: [Cl:1][C:2]1[N:7]=[C:6](Cl)[CH:5]=[CH:4][N:3]=1.[CH:9]([C:11]1[CH:12]=[C:13](B(O)O)[CH:14]=[CH:15][C:16]=1[F:17])=[O:10]>>[Cl:1][C:2]1[N:7]=[C:6]([C:13]2[CH:14]=[CH:15][C:16]([F:17])=[C:11]([CH:12]=2)[CH:9]=[O:10])[CH:5]=[CH:4][N:3]=1. Procedure details: 2,4 dichloropyrimidine and 3-formyl 4-fluorophenyl boronic acid were coupled following procedure A. LC-MS showed the product was >95% pure and had the expected M+H+ of 237. Starting materials: COc1ccc2ccc(=O)n(CC=O)c2c1, CO, ClC(Cl)Cl, CC(C)(C)OC(=O)NC1CCNCC1. Yields the product COc1ccc2ccc(=O)n(CCN3CCC(NC(=O)OC(C)(C)C)CC3)c2c1. RXN SMILES: [CH3:1][O:2][c:3]1[cH:4][cH:5][c:6]2[cH:7][cH:8][c:9](=[O:16])[n:10]([CH2:13][CH:14]=[O:15])[c:11]2[cH:12]1.[CH3:35][OH:36].[CH:31]([Cl:32])([Cl:33])[Cl:34].[NH:17]1[CH2:18][CH2:19][CH:20]([NH:23][C:24]([O:25][C:26]([CH3:27])([CH3:28])[CH3:29])=[O:30])[CH2:21][CH2:22]1>>[CH3:1][O:2][c:3]1[cH:4][cH:5][c:6]2[cH:7][cH:8][c:9](=[O:16])[n:10]([CH2:13][CH2:14][N:17]3[CH2:18][CH2:19][CH:20]([NH:23][C:24]([O:25][C:26]([CH3:27])([CH3:28])[CH3:29])=[O:30])[CH2:21][CH2:22]3)[c:11]2[cH:12]1.